The task is: describe an organic reaction: reactants, conditions, products, and yield. This data is from the Open Reaction Database (ORD), a public repository of structured organic reaction records. Reactants: O (water), solution, Br (hydrobromic acid), C1(=CC=CC=C1)[C@H]1[C@@H](C1)C=1NC(=C(C(C1C(=O)OCC)C1=CC(=CC=C1)[N+](=O)[O-])C#N)C (trans-2-(2-phenyl-1-cyclopropyl)-3-carboethoxy-5-cyano-6-methyl-4-(m-nitrophenyl)-1,4-dihydropyridine). Solvent: C(C)(=O)O (acetic acid), C(Cl)(Cl)Cl (chloroform). The product is C1(=CC=CC=C1)C(CCC=1NC(=C(C(C1C(=O)OCC)C1=CC(=CC=C1)[N+](=O)[O-])C#N)C)Br (2-(3-phenyl-3-bromopropyl)-3-carboethoxy-5-cyano-6-methyl -4-(m-nitrophenyl)-1,4-dihydropyridine). RXN SMILES: [BrH:1].[C:2]1([C@@H:8]2[CH2:10][C@H:9]2[C:11]2[NH:12][C:13]([CH3:33])=[C:14]([C:31]#[N:32])[CH:15]([C:22]3[CH:27]=[CH:26][CH:25]=[C:24]([N+:28]([O-:30])=[O:29])[CH:23]=3)[C:16]=2[C:17]([O:19][CH2:20][CH3:21])=[O:18])[CH:7]=[CH:6][CH:5]=[CH:4][CH:3]=1.O>C(O)(=O)C.C(Cl)(Cl)Cl>[C:2]1([CH:8]([Br:1])[CH2:10][CH2:9][C:11]2[NH:12][C:13]([CH3:33])=[C:14]([C:31]#[N:32])[CH:15]([C:22]3[CH:27]=[CH:26][CH:25]=[C:24]([N+:28]([O-:30])=[O:29])[CH:23]=3)[C:16]=2[C:17]([O:19][CH2:20][CH3:21])=[O:18])[CH:7]=[CH:6][CH:5]=[CH:4][CH:3]=1. Procedure details: 5 ml of a solution of hydrobromic acid in 30% acetic acid are added at 25° C. and under inert atmosphere to a solution of the less polar diastereoisomer of trans-2-(2-phenyl-1-cyclopropyl)-3-carboethoxy-5-cyano-6-methyl-4-(m-nitrophenyl)-1,4-dihydropyridine (0.5 g) in chloroform (5 ml). After 1 1/5 hours the mixture is poured into water (50 ml) and extracted with diethyl ether (25 ml). The phases are separated and the organic one is washed with a 5% NaHCO3 aqueous solution (3×50 ml) and water (2...